Dataset: the Open Reaction Database (ORD), a public repository of structured organic reaction records. Task: describe an organic reaction: reactants, conditions, products, and yield The reactants are FC=1C=C2C(=C(C(C(C2=CC1)(C)C)=O)C(=O)OCC)O (ethyl 6-fluoro-4-hydroxy-1,1-dimethyl-2-oxo-naphthalene-3-carboxylate), Cl.NCC(=O)OC(C)(C)C (tert-butyl 2-aminoacetate hydrochloride), C(C)N(C(C)C)C(C)C (N-ethyl-N-isopropylpropan-2-amine). Run in O1CCOCC1 (dioxane). Run at temperature 95 celsius, time 15 hour. The product is FC=1C=C2C(=C(C(C(C2=CC1)(C)C)=O)C(=O)NCC(=O)OC(C)(C)C)O (1,1-Dimethylethyl N-((6-fluoro-4-hydroxy-1,1-dimethyl-2-oxo-naphthalen-3-yl)carbonyl)glycinate). Yield: 77.7%. Reaction SMILES: [F:1][C:2]1[CH:3]=[C:4]2[C:9](=[CH:10][CH:11]=1)[C:8]([CH3:13])([CH3:12])[C:7](=[O:14])[C:6]([C:15](OCC)=[O:16])=[C:5]2[OH:20].Cl.[NH2:22][CH2:23][C:24]([O:26][C:27]([CH3:30])([CH3:29])[CH3:28])=[O:25].C(N(C(C)C)C(C)C)C>O1CCOCC1>[F:1][C:2]1[CH:3]=[C:4]2[C:9](=[CH:10][CH:11]=1)[C:8]([CH3:13])([CH3:12])[C:7](=[O:14])[C:6]([C:15]([NH:22][CH2:23][C:24]([O:26][C:27]([CH3:30])([CH3:29])[CH3:28])=[O:25])=[O:16])=[C:5]2[OH:20] |f:1.2|. Procedure: A mixture of ethyl 6-fluoro-4-hydroxy-1,1-dimethyl-2-oxo-naphthalene-3-carboxylate (1.1 g, 4.0 mmol), tert-butyl 2-aminoacetate hydrochloride (0.99 g, 5.9 mmol) in 10 mL dioxane, was treated with N-ethyl-N-isopropylpropan-2-amine (1.5 g, 12 mmol). The mixture was warmed to 95° C. and stirred for 15 hours. The mixture was then cooled to room temperature and concentrated in vacuo. The crude product was purified by column chromatography eluting with 10-30% EtOAc/hexane to give 1.13 g of the title c... The reactants are CO (methanol), [H-].C(C(C)C)[Al+]CC(C)C (DIBAL), C(C1=CC=CC=C1)O[C@H](C(=O)OCC)C (ethyl (S)-2-(benzyloxy)propionate), C(=O)=O.CC(=O)C (dry-ice acetone). The solvent is CCCCCC (hexane), C(Cl)Cl (methylene chloride). Conditions: time 20 minute. Yields the product C(C1=CC=CC=C1)O[C@H](C=O)C ((S)-2-(benzyloxy)propionaldehyde). The yield is 49.4%. Reaction SMILES: [H-].C([Al+]CC(C)C)C(C)C.[CH2:11]([O:18][C@@H:19]([CH3:25])[C:20](OCC)=[O:21])[C:12]1[CH:17]=[CH:16][CH:15]=[CH:14][CH:13]=1.C(=O)=O.CC(C)=O.CO>CCCCCC.C(Cl)Cl>[CH2:11]([O:18][C@@H:19]([CH3:25])[CH:20]=[O:21])[C:12]1[CH:17]=[CH:16][CH:15]=[CH:14][CH:13]=1 |f:0.1,3.4|. Reported procedure: A solution of 1.0M DIBAL (diisobutylaluminum hydride) in hexane (10 ml) was added dropwise to a stirred solution of ethyl (S)-2-(benzyloxy)propionate (obtained in Preparation 7) (2.08 g) in methylene chloride (20 ml) at −78° C. (dry-ice/acetone) for 5 minutes under nitrogen atmosphere. After 20 minutes, methanol (1.6 ml) was added dropwise to the mixture at −78° C., and the resulting mixture was stirred at room temperature for 30 minutes. The mixture was filtered through a pad of Celite, and the... Starting materials: [Al+3], CC(=O)Cl, COC(=O)c1cccc2cc(C)oc12, [Cl-], [Cl-], [Cl-], CC(Cl)Cl. Yields the product COC(=O)c1cccc2c(C(C)=O)c(C)oc12. As a reaction SMILES: [Al+3:20].[CH3:15][C:16]([Cl:17])=[O:18].[CH3:1][c:2]1[o:3][c:4]2[c:5]([cH:6]1)[cH:7][cH:8][cH:9][c:10]2[C:11](=[O:12])[O:13][CH3:14].[Cl-:19].[Cl-:21].[Cl-:22].[Cl:23][CH:24]([Cl:25])[CH3:26]>>[CH3:1][c:2]1[o:3][c:4]2[c:5]([c:6]1[C:16]([CH3:15])=[O:18])[cH:7][cH:8][cH:9][c:10]2[C:11](=[O:12])[O:13][CH3:14]. The reactants are N1=CC(=CC=C1)C=1C2=C(N=C(N1)C1=NC=CC=C1)NC=C2 (4-Pyridin-3-yl-2-pyridin-2-yl-7H-pyrrolo[2,3-d]pyrimidine), ClC=1C2=C(N=C(N1)C1=NC(=CC=C1)C)NC=C2 (4-chloro-2-(6-methyl-pyridin-2-yl)-7H-pyrrolo[2,3-d]pyrimidine), ClC=1C2=C(N=C(N1)C1=NC=CC=C1)NC=C2 (4-Chloro-2-pyridin-2-yl-7H-pyrrolo[2,3-d]pyrimidine), ClC=1C2=C(N=C(N1)C1=NC(=CC=C1)C)NC=C2 (4-chloro-2-(6-methyl-pyridin-2-yl)-7H-pyrrolo[2,3-d]pyrimidine). Product: CC1=CC=CC(=N1)C=1N=C(C2=C(N1)NC=C2)C=2C=NC=CC2 (2-(6-Methyl-pyridin-2-yl)-4-pyridin-3-yl-7H-pyrrolo[2,3-d]pyrimidine). Reaction SMILES: [N:1]1[CH:6]=[CH:5][CH:4]=[C:3]([C:7]2[C:8]3[CH:21]=[CH:20][NH:19][C:9]=3[N:10]=[C:11]([C:13]3[CH:18]=[CH:17][CH:16]=[CH:15][N:14]=3)[N:12]=2)[CH:2]=1.Cl[C:23]1C2C=CNC=2N=C(C2C=CC=CN=2)N=1.ClC1C2C=CNC=2N=C(C2C=CC=C(C)N=2)N=1>>[CH3:23][C:15]1[N:14]=[C:13]([C:11]2[N:12]=[C:7]([C:3]3[CH:2]=[N:1][CH:6]=[CH:5][CH:4]=3)[C:8]3[CH:21]=[CH:20][NH:19][C:9]=3[N:10]=2)[CH:18]=[CH:17][CH:16]=1. Reported procedure: 2-(6-Methyl-pyridin-2-yl)-4-pyridin-3-yl-7H-pyrrolo[2,3-d]pyrimidine is prepared by an analogous method to 4-pyridin-3-yl-2-pyridin-2-yl-7H-pyrrolo[2,3-d]pyrimidine (Example 1) by replacing 4-chloro-2-pyridin-2-yl-7H-pyrrolo[2,3-d]pyrimidine (Intermediate 1) with 4-chloro-2-(6-methyl-pyridin-2-yl)-7H-pyrrolo[2,3-d]pyrimidine (Intermediate 2).